This data is from the Open Reaction Database (ORD), a public repository of structured organic reaction records. The task is: describe an organic reaction: reactants, conditions, products, and yield Yields the product Nc1cc(C(=O)N2CCOCC2)cc(C(F)(F)F)c1. The reactants are CCOC(C)=O, O=C(c1cc([N+](=O)[O-])cc(C(F)(F)F)c1)N1CCOCC1. As a reaction SMILES: [CH3:22][CH2:23][O:24][C:25](=[O:26])[CH3:27].[O:1]1[CH2:2][CH2:3][N:4]([C:7](=[O:8])[c:9]2[cH:10][c:11]([N+:19]([O-:20])=[O:21])[cH:12][c:13]([C:15]([F:16])([F:17])[F:18])[cH:14]2)[CH2:5][CH2:6]1>>[O:1]1[CH2:2][CH2:3][N:4]([C:7](=[O:8])[c:9]2[cH:10][c:11]([NH2:19])[cH:12][c:13]([C:15]([F:16])([F:17])[F:18])[cH:14]2)[CH2:5][CH2:6]1. Reactants: N(=NC(=O)OCC)C(=O)OCC (diethyl azodicarboxylate), C(C)(C)ON=C(C1=CC(=CC=C1)O)N1N=CN=C1 (1-(O-isopropyl-3-hydroxybenzohydroximoyl)-1H-1,2,4-triazole), CC(CO)(C)C (2,2-dimethyl-1-propanol), C1(=CC=CC=C1)P(C1=CC=CC=C1)C1=CC=CC=C1 (triphenylphosphine). Run in O1CCCC1 (tetrahydrofuran). Reaction conditions: temperature 60 celsius, time 8 hour. Product: C(C)(C)ON=C(C1=CC(=CC=C1)CCC(C)C)N1N=CN=C1 (1-(O-isopropyl-3-isopentylbenzohydroximoyl)-1H-1,2,4-triazole). Isolated yield 26.6%. As a reaction SMILES: [CH:1]([O:4][N:5]=[C:6]([N:14]1[CH:18]=[N:17][CH:16]=[N:15]1)[C:7]1[CH:12]=[CH:11][CH:10]=[C:9](O)[CH:8]=1)([CH3:3])[CH3:2].[CH3:19][C:20]([CH3:24])(C)[CH2:21]O.[C:25]1(P(C2C=CC=CC=2)C2C=CC=CC=2)C=CC=CC=1.N(C(OCC)=O)=NC(OCC)=O>O1CCCC1>[CH:1]([O:4][N:5]=[C:6]([N:14]1[CH:18]=[N:17][CH:16]=[N:15]1)[C:7]1[CH:12]=[CH:11][CH:10]=[C:9]([CH2:25][CH2:21][CH:20]([CH3:24])[CH3:19])[CH:8]=1)([CH3:3])[CH3:2]. Procedure details: 2.5 g (0. 010M) of 1-(O-isopropyl-3-hydroxybenzohydroximoyl)-1H-1,2,4-triazole of, 0.9 g (10.0 mmol) of 2,2-dimethyl-1-propanol, and 2.6 g (10.0 mmol) of triphenylphosphine were dissolved in 40 ml of tetrahydrofuran. The solution was cooled to not more than 10° C. in a water bath. To the solution was added 1.7 g (10.0 mmol) of diethyl azodicarboxylate drop by drop so that the temperature of the solution was not over 20° C. The mixture was stirred overnight, and then heated to 60° C. The reaction... Reactants: C(=O)=O (carbon dioxide), OC1=C2C(=NC(=N1)NC(C(C)C)=O)NN=C2 (N-(4-hydroxypyrazolo[5,4-d]pyrimidin-6-yl)-2-methylpropanamide), [H-].[Na+] (sodium hydride), BrCC(=O)OC (Methyl bromoacetate). Run in CO (methanol), CN(C)C=O (DMF). Conditions: time 60 minute. Product: OC1=C2C(=NC(=N1)NC(C(C)C)=O)NN=C2CC(=O)OC (Methyl 2-[4-hydroxy-6-(2-methylpropanoylamino)pyrazolo[5,4-d]pyrimidinyl]acetate). Reaction SMILES: [OH:1][C:2]1[N:7]=[C:6]([NH:8][C:9](=[O:13])[CH:10]([CH3:12])[CH3:11])[N:5]=[C:4]2[NH:14][N:15]=[CH:16][C:3]=12.[H-].[Na+].Br[CH2:20][C:21]([O:23][CH3:24])=[O:22].C(=O)=O>CN(C=O)C.CO>[OH:1][C:2]1[N:7]=[C:6]([NH:8][C:9](=[O:13])[CH:10]([CH3:12])[CH3:11])[N:5]=[C:4]2[NH:14][N:15]=[C:16]([CH2:20][C:21]([O:23][CH3:24])=[O:22])[C:3]=12 |f:1.2|. Reported procedure: Compound 16 (4.42 g; 20 mmole) is suspended in dry DMF (40 ml), sodium hydride (0.5 g; 20.8 mmole) is added in portions, and the mixture is stirred at room temperature for 60 min. Methyl bromoacetate (1.9 ml; 20.6 mmole) is then added at room temperature, by syringe, and stirring is continued at room temperature. At completion of the reaction (monitored by TLC), the reaction mixture is treated with a small amount of carbon dioxide in methanol. The solvent is then evaporated and the residue disso... Starting materials: CC(C)([O-])C.[K+] (potassium tert-butoxide), O1CCCC1 (tetrahydrofuran), C(#N)CP(OCC)(OCC)=O (diethyl cyanomethylphosphonate), O1CCCC1 (tetrahydrofuran), O1CCC(CC1)C=O (tetrahydro-2H-pyran-4-carbaldehyde), O1CCCC1 (tetrahydrofuran). Reaction conditions: time 8 hour. Yields the product O1CCC(CC1)/C=C/C#N ((2E)-3-(tetrahydro-2H-pyran-4-yl)acrylonitrile). Reaction SMILES: CC(C)([O-])C.[K+].O1CCCC1.[C:12]([CH2:14]P(=O)(OCC)OCC)#[N:13].[O:23]1[CH2:28][CH2:27][CH:26]([CH:29]=O)[CH2:25][CH2:24]1>>[O:23]1[CH2:28][CH2:27][CH:26](/[CH:29]=[CH:14]/[C:12]#[N:13])[CH2:25][CH2:24]1 |f:0.1|. Reported procedure: To a solution of 1.0 M of potassium tert-butoxide in tetrahydrofuran (9.20 mL, 0.00920 mol) at 0° C. was added dropwise a solution of diethyl cyanomethylphosphonate (1.56 mL, 0.00965 mol) in tetrahydrofuran (11.73 mL, 0.1447 mol). The reaction was warmed to room temperature and then cooled at 0° C. again. To the reaction mixture was added a solution of tetrahydro-2H-pyran-4-carbaldehyde (1.0 g, 0.0088 mol) in tetrahydrofuran (2.35 mL, 0.0289 mol). The reaction was allowed to warm up to room temp... Reactants: F[B-](F)(F)F.FS(C1=CC=C(C=C1)[N+]#N)(F)(F)(F)F (4-(Pentafluorosulfanyl)benzenediazonium Tetrafluoroborate), CC1=CC=C(C=C)C=C1 (4-methylstyrene). The reagents and catalysts are C(C)(=O)[O-].[Pd+2].C(C)(=O)[O-] (palladium(II) acetate). Solvent: C(C)O (ethanol), C(C)O (ethanol). Conditions: temperature 70 celsius. The product is CC1=CC=C(C=C1)\C=C\C1=CC=C(C=C1)S(F)(F)(F)(F)F ((E)-4-Methyl-4′_-(pentafluorosulfanyl)stilbene). Isolated yield 82.3%. RXN SMILES: F[B-](F)(F)F.[F:6][S:7]([F:19])([F:18])([F:17])([F:16])[C:8]1[CH:13]=[CH:12][C:11]([N+]#N)=[CH:10][CH:9]=1.[CH3:20][C:21]1[CH:28]=[CH:27][C:24]([CH:25]=[CH2:26])=[CH:23][CH:22]=1>C(O)C.C([O-])(=O)C.[Pd+2].C([O-])(=O)C>[CH3:20][C:21]1[CH:28]=[CH:27][C:24](/[CH:25]=[CH:26]/[C:11]2[CH:12]=[CH:13][C:8]([S:7]([F:19])([F:18])([F:17])([F:16])[F:6])=[CH:9][CH:10]=2)=[CH:23][CH:22]=1 |f:0.1,4.5.6|. Procedure: A solution of 1 (10.0 mg, 0.0315 mmol) in 0.4 mL of 95% aqueous ethanol was added dropwise to a solution of 4-methylstyrene (9.0 mg, 0.076 mmol) and palladium(II) acetate (0.2 mg, 0.0009 mmol) in 0.12 g of 95% aqueous ethanol. The reaction mixture was heated on an oil bath at 70° C. for 5 h. After cooling, the mixture was filtered through a pad of Celite 545 and purified by SiO2 column chromatography (9:1 hexane/CH2Cl2) to give 2c (8.3 mg, 82% yield) as colorless crystals; m.p. 165.2-166.5° C. I... Reactants: CN1C(=O)c2cccnc2Nc2ccccc21, CN(C)CCCl, [H-], [Na+], O, Cc1ccccc1C. Product: CN(C)CCN1c2ccccc2N(C)C(=O)c2cccnc21. Reaction SMILES: [CH3:1][N:2]1[C:3](=[O:17])[c:4]2[c:5]([n:13][cH:14][cH:15][cH:16]2)[NH:6][c:7]2[c:8]1[cH:9][cH:10][cH:11][cH:12]2.[CH3:20][N:21]([CH2:22][CH2:23][Cl:24])[CH3:25].[H-:18].[Na+:19].[OH2:26].[c:27]1([CH3:28])[c:29]([CH3:30])[cH:31][cH:32][cH:33][cH:34]1>>[CH3:1][N:2]1[C:3](=[O:17])[c:4]2[c:5]([n:13][cH:14][cH:15][cH:16]2)[N:6]([CH2:23][CH2:22][N:21]([CH3:20])[CH3:25])[c:7]2[c:8]1[cH:9][cH:10][cH:11][cH:12]2.